This data is from the Open Reaction Database (ORD), a public repository of structured organic reaction records. The task is: describe an organic reaction: reactants, conditions, products, and yield Reactants: CCCNCCC, COc1ccc2c(c1)CC(=O)CO2, Cc1ccccc1, O=C(O)C(F)(F)F. The product is CCCN(CCC)C1COc2ccc(OC)cc2C1. RXN SMILES: [CH2:14]([CH2:15][CH3:16])[NH:17][CH2:18][CH2:19][CH3:20].[CH3:1][O:2][c:3]1[cH:4][cH:5][c:6]2[c:7]([cH:13]1)[CH2:8][C:9](=[O:12])[CH2:10][O:11]2.[CH3:28][c:29]1[cH:30][cH:31][cH:32][cH:33][cH:34]1.[OH:21][C:22]([C:23]([F:24])([F:25])[F:26])=[O:27]>>[CH3:1][O:2][c:3]1[cH:4][cH:5][c:6]2[c:7]([cH:13]1)[CH2:8][CH:9]([N:17]([CH2:14][CH2:15][CH3:16])[CH2:18][CH2:19][CH3:20])[CH2:10][O:11]2. The reactants are ClCCl, CCN(C(C)C)C(C)C, COc1cc2ncnc(Nc3cccc(Cl)c3F)c2cc1OCC1CCCN1, O=C(Cl)CCl, Cl. The product is COc1cc2ncnc(Nc3cccc(Cl)c3F)c2cc1OCC1CCCN1C(=O)CCl. RXN SMILES: [CH2:44]([Cl:45])[Cl:46].[CH:30]([N:31]([CH:32]([CH3:33])[CH3:34])[CH2:35][CH3:36])([CH3:37])[CH3:38].[Cl:2][c:3]1[c:4]([F:29])[c:5]([NH:6][c:7]2[n:8][cH:9][n:10][c:11]3[cH:12][c:13]([O:24][CH3:25])[c:14]([O:17][CH2:18][CH:19]4[NH:20][CH2:21][CH2:22][CH2:23]4)[cH:15][c:16]23)[cH:26][cH:27][cH:28]1.[Cl:39][CH2:40][C:41](=[O:42])[Cl:43].[ClH:1]>>[Cl:2][c:3]1[c:4]([F:29])[c:5]([NH:6][c:7]2[n:8][cH:9][n:10][c:11]3[cH:12][c:13]([O:24][CH3:25])[c:14]([O:17][CH2:18][CH:19]4[N:20]([C:41]([CH2:40][Cl:39])=[O:42])[CH2:21][CH2:22][CH2:23]4)[cH:15][c:16]23)[cH:26][cH:27][cH:28]1.